This data is from the Open Reaction Database (ORD), a public repository of structured organic reaction records. The task is: describe an organic reaction: reactants, conditions, products, and yield Reactants: COC(=O)c1cccc2oc(-c3ccc(CBr)cc3)nc12, CNC, CCO. The product is COC(=O)c1cccc2oc(-c3ccc(CN(C)C)cc3)nc12. Reaction SMILES: [Br:1][CH2:2][c:3]1[cH:4][cH:5][c:6](-[c:9]2[o:10][c:11]3[c:12]([n:13]2)[c:14]([C:18](=[O:19])[O:20][CH3:21])[cH:15][cH:16][cH:17]3)[cH:7][cH:8]1.[CH3:22][NH:23][CH3:24].[CH3:25][CH2:26][OH:27]>>[CH2:2]([c:3]1[cH:4][cH:5][c:6](-[c:9]2[o:10][c:11]3[c:12]([n:13]2)[c:14]([C:18](=[O:19])[O:20][CH3:21])[cH:15][cH:16][cH:17]3)[cH:7][cH:8]1)[N:23]([CH3:22])[CH3:24]. The reactants are C(C)(C)(C)OC(=O)N1CCN(CC1)C(C1=CC(=C(C=C1)N1C(OC[C@H]1CO)=O)F)=O ((R)-4-[3-fluoro-4-(4-hydroxymethyl-2-oxooxazolidin-3-yl)benzoyl]piperazine-1-carboxylic acid tert-butyl ester), [H-].[Na+] (sodium hydride), CI (methyl iodide). Run in CN(C=O)C (N,N-dimethylformamide), [Cl-].[Na+].O (brine). The product is C(C)(C)(C)OC(=O)N1CCN(CC1)C(C1=CC(=C(C=C1)N1C(OC[C@H]1COC)=O)F)=O ((R)-4-[3-fluoro-4-(4-methoxymethyl-2-oxooxazolidin-3-yl)benzoyl]piperazine-1-carboxylic acid tert-butyl ester). Isolated yield 56.8%. Reaction SMILES: [C:1]([O:5][C:6]([N:8]1[CH2:13][CH2:12][N:11]([C:14](=[O:30])[C:15]2[CH:20]=[CH:19][C:18]([N:21]3[C@H:25]([CH2:26][OH:27])[CH2:24][O:23][C:22]3=[O:28])=[C:17]([F:29])[CH:16]=2)[CH2:10][CH2:9]1)=[O:7])([CH3:4])([CH3:3])[CH3:2].[H-].[Na+].[CH3:33]I>CN(C)C=O.[Cl-].[Na+].O>[C:1]([O:5][C:6]([N:8]1[CH2:9][CH2:10][N:11]([C:14](=[O:30])[C:15]2[CH:20]=[CH:19][C:18]([N:21]3[C@H:25]([CH2:26][O:27][CH3:33])[CH2:24][O:23][C:22]3=[O:28])=[C:17]([F:29])[CH:16]=2)[CH2:12][CH2:13]1)=[O:7])([CH3:4])([CH3:2])[CH3:3] |f:1.2,5.6.7|. Procedure: (R)-4-[3-fluoro-4-(4-hydroxymethyl-2-oxooxazolidin-3-yl)benzoyl]piperazine-1-carboxylic acid tert-butyl ester (494 mg) described in Preparation Example 92 was dissolved in N,N-dimethylformamide (3.7 mL), sodium hydride (51 mg, 60% in oil) was added under ice-cooling and the mixture was stirred. Then, under ice-cooling, methyl iodide (182 mg) was added and the mixture was stirred at room temperature. The reaction mixture was added to saturated brine under ice-cooling and the mixture was extracted...